From a dataset of the Open Reaction Database (ORD), a public repository of structured organic reaction records. describe an organic reaction: reactants, conditions, products, and yield Starting materials: C1(CCCC1)C(C(CC)(O)C1=CC=C(C=C1)OC)CC (4-cyclopentyl-3-(p-methoxyphenyl)-3-hexanol), CS(=O)(=O)O (methanesulfonic acid). The reagents and catalysts are [Pd] (Pd-C). Run in C(C)(=O)O (acetic acid). Product: C1(CCCC1)C(CC)C(CC)C1=CC=C(C=C1)OC (3-cyclopentyl-4-(p-methoxyphenyl)hexane). Isolated yield 86.4%. Reaction SMILES: [CH:1]1([CH:6]([CH2:19][CH3:20])[C:7]([C:11]2[CH:16]=[CH:15][C:14]([O:17][CH3:18])=[CH:13][CH:12]=2)(O)[CH2:8][CH3:9])[CH2:5][CH2:4][CH2:3][CH2:2]1.CS(O)(=O)=O>C(O)(=O)C.[Pd]>[CH:1]1([CH:6]([CH:7]([C:11]2[CH:12]=[CH:13][C:14]([O:17][CH3:18])=[CH:15][CH:16]=2)[CH2:8][CH3:9])[CH2:19][CH3:20])[CH2:2][CH2:3][CH2:4][CH2:5]1. Procedure: 1,1 g (4 mmol) of 4-cyclopentyl-3-(p-methoxyphenyl)-3-hexanol was hydrogenated in an acidic medium for instance in acetic acid in the presence of some drops of methanesulfonic acid by using 10% Pd-C as a catalyst to yield 0.9 g (86%) of the oily product as a mixture of threo and erythro isomers. RXN SMILES: O[CH2:2][CH:3]1[C:15]2[CH:14]=[CH:13][CH:12]=[CH:11][C:10]=2[C:9]2[C:4]1=[CH:5][CH:6]=[CH:7][CH:8]=2.[OH-].[K+]>CO>[CH2:2]=[C:3]1[C:4]2[C:9](=[CH:8][CH:7]=[CH:6][CH:5]=2)[C:10]2[C:15]1=[CH:14][CH:13]=[CH:12][CH:11]=2 |f:1.2|. Starting materials: OCC1C2=CC=CC=C2C=2C=CC=CC12 (9-Hydroxymethylfluorene), [OH-].[K+] (KOH). Product: C=C1C2=CC=CC=C2C3=CC=CC=C13 (dibenzofulvene). The solvent is CO (methanol). Reported procedure: 9-Hydroxymethylfluorene (10 g) and 1 g KOH were dissolved in 90 ml of methanol and reacted at 60° C. for 1 hour, and the methanol was evaporated. From the solid thus obtained, dibenzofulvene was extracted using hexane and water, and washed with water until the hexane phase containing dibenzofulvene was neutral. After separating off the hexane phase, the hexane was evaporated, and the solid obtained was recrystallized from a mixed solvent of hexane-diethyl ether (4/6 v/v) to obtain dibenzofulvene...